From a dataset of the Open Reaction Database (ORD), a public repository of structured organic reaction records. describe an organic reaction: reactants, conditions, products, and yield Reactants: C(#N)C(C(=O)N)=CC1=C(C=C(C(=C1)OC)OC)[N+](=O)[O-] (α-cyano-β-(2-nitro-4,5-dimethoxyphenyl)acrylamide), solution. Reagents/catalysts: [Fe] (Iron), [Fe] (iron). The solvent is C(C)(=O)O.CN(C=O)C (acetic acid N,N-dimethylformamide). Reaction conditions: temperature 90 celsius. The product is COC=1C=C2C=C(C(=NC2=CC1OC)N)C(=O)N (6,7-Dimethoxy-2-Aminoquinoline-3-Carboxamide). As a reaction SMILES: [C:1]([C:3](=[CH:7][C:8]1[CH:13]=[C:12]([O:14][CH3:15])[C:11]([O:16][CH3:17])=[CH:10][C:9]=1[N+:18]([O-])=O)[C:4]([NH2:6])=[O:5])#[N:2]>[Fe].C(O)(=O)C.CN(C)C=O>[CH3:15][O:14][C:12]1[CH:13]=[C:8]2[C:9](=[CH:10][C:11]=1[O:16][CH3:17])[N:18]=[C:1]([NH2:2])[C:3]([C:4]([NH2:6])=[O:5])=[CH:7]2 |f:2.3|. Procedure: Iron powder (65.2 g., 1.22 moles) is added over a period of one-half hour to a slurry of α-cyano-β-(2-nitro-4,5-dimethoxyphenyl)acrylamide (75.0 g., 0.271 mole) in a 50% solution of acetic acid-N,N-dimethylformamide (750 ml.) at 75° C. When addition of the iron powder is complete, the mixture is heated to 90° C. for four hours and then filtered while hot. The filter cake is washed with hot acetic acid (150 ml.). The dark red filtrate is gradually added to IN hydrochloric acid (1500 ml.) and the ... Reactants: [H-].[Na+] (sodium hydride), O (water), C(C1=CC=CC=C1)N1CCC(CC1)NC=1SC=C(N1)C1=CC=C(C#N)C=C1 (4-{2-[N-(1-benzylpiperid-4-yl)amino]-1,3-thiazol-4-yl}benzonitrile), CI (methyl iodide). Solvent: CN(C=O)C (N,N-dimethylformamide), CN(C=O)C (N,N-dimethylformamide). Run at time 15 minute. The product is C(C1=CC=CC=C1)N1CCC(CC1)N(C)C=1SC=C(N1)C1=CC=C(C#N)C=C1 (4-{2-[N-(1-Benzylpiperid-4-yl)-N-methylamino]-1,3-thiazol-4-yl}benzonitrile). Yield: 67.0%. As a reaction SMILES: [CH2:1]([N:8]1[CH2:13][CH2:12][CH:11]([NH:14][C:15]2[S:16][CH:17]=[C:18]([C:20]3[CH:27]=[CH:26][C:23]([C:24]#[N:25])=[CH:22][CH:21]=3)[N:19]=2)[CH2:10][CH2:9]1)[C:2]1[CH:7]=[CH:6][CH:5]=[CH:4][CH:3]=1.[H-].[Na+].[CH3:30]I.O>CN(C)C=O>[CH2:1]([N:8]1[CH2:9][CH2:10][CH:11]([N:14]([C:15]2[S:16][CH:17]=[C:18]([C:20]3[CH:21]=[CH:22][C:23]([C:24]#[N:25])=[CH:26][CH:27]=3)[N:19]=2)[CH3:30])[CH2:12][CH2:13]1)[C:2]1[CH:3]=[CH:4][CH:5]=[CH:6][CH:7]=1 |f:1.2|. Procedure details: 1.3 g of 4-{2-[N-(1-benzylpiperid-4-yl)amino]-1,3-thiazol-4-yl}benzonitrile dissolved in 5 ml of N,N-dimethylformamide are added, at room temperature, to 146 mg of sodium hydride (at 60% in dispersion in oil) in suspension in 13 ml of N,N-dimethylformamide and the reaction mixture is stirred for 15 minutes at this temperature. 0.23 ml of methyl iodide is then added, the reaction mixture is stirred for 4 hours at room temperature, and it is poured over water and extracted with ethyl acetate. The ... Reactants: C(CCC)[Li] (n-butyl lithium), [I-].C(C)(C)[P+](C1=CC=CC=C1)(C1=CC=CC=C1)C1=CC=CC=C1 (isopropyltriphenylphosphonium iodide), C(C1=CC=CC=C1)N1CCC(CC1)N(C1=NC=CC=C1C=O)CC (1-Benzyl-4-[N-ethyl-N-(3-(formyl)-2-pyridinyl)amino]piperidine). Yields the product C(C1=CC=CC=C1)N1CCC(CC1)N(C1=NC=CC=C1C=C(C)C)CC (1-Benzyl-4-[N-ethyl-N-(3-(2-methyl-1-propenyl)-2-pyridinyl)amino]piperidine). As a reaction SMILES: [CH2:1]([Li])[CH2:2][CH2:3]C.[I-].C([P+](C1C=CC=CC=1)(C1C=CC=CC=1)C1C=CC=CC=1)(C)C.[CH2:29]([N:36]1[CH2:41][CH2:40][CH:39]([N:42]([CH2:51][CH3:52])[C:43]2[C:48]([CH:49]=O)=[CH:47][CH:46]=[CH:45][N:44]=2)[CH2:38][CH2:37]1)[C:30]1[CH:35]=[CH:34][CH:33]=[CH:32][CH:31]=1>>[CH2:29]([N:36]1[CH2:41][CH2:40][CH:39]([N:42]([CH2:51][CH3:52])[C:43]2[C:48]([CH:49]=[C:2]([CH3:3])[CH3:1])=[CH:47][CH:46]=[CH:45][N:44]=2)[CH2:38][CH2:37]1)[C:30]1[CH:35]=[CH:34][CH:33]=[CH:32][CH:31]=1 |f:1.2|. Procedure: Following the general procedure of EXAMPLE 16 and making non-critical variations but starting with n-butyl lithium (1.6M, 4.3 ml, 6.8 mmol), isopropyltriphenylphosphonium iodide (2.9 g, 6.8 mmol), and 1-benzyl-4-[N-ethyl-N-(3-(formyl)-2-pyridinyl)amino]piperidine (XXI, EXAMPLE 12, 1.1 g, 3.4 mmol), the title compound is obtained, NMR (300 MHz, CDCl3) 1.08, 1.71-1.80, 1.90, 1.90-2.00, 2.01, 2.98-3.03, 3.30-3.45, 3.43, 3.57, 6.18, 6.89, 7.32-7.45, 7.46 and 8.24δ. Starting materials: C1CCOC1, CCn1nc(NC(=O)Oc2ccccc2)cc1C1CC1, [H-], [Na+], CN(Cc1nccc(Oc2ccc3[nH]ccc3c2)n1)C(=O)OC(C)(C)C. Product: CCn1nc(NC(=O)n2ccc3cc(Oc4ccnc(CN(C)C(=O)OC(C)(C)C)n4)ccc32)cc1C1CC1. RXN SMILES: [CH2:49]1[O:50][CH2:51][CH2:52][CH2:53]1.[CH:27]1([c:30]2[cH:31][c:32]([NH:37][C:38]([O:39][c:41]3[cH:42][cH:43][cH:44][cH:45][cH:46]3)=[O:40])[n:33][n:34]2[CH2:35][CH3:36])[CH2:28][CH2:29]1.[H-:48].[Na+:47].[nH:1]1[cH:2][cH:3][c:4]2[cH:5][c:6]([O:10][c:11]3[n:12][c:13]([CH2:17][N:18]([C:19]([O:20][C:21]([CH3:22])([CH3:23])[CH3:24])=[O:25])[CH3:26])[n:14][cH:15][cH:16]3)[cH:7][cH:8][c:9]12>>[n:1]1([C:38]([NH:37][c:32]2[cH:31][c:30]([CH:27]3[CH2:28][CH2:29]3)[n:34]([CH2:35][CH3:36])[n:33]2)=[O:39])[cH:2][cH:3][c:4]2[cH:5][c:6]([O:10][c:11]3[n:12][c:13]([CH2:17][N:18]([C:19]([O:20][C:21]([CH3:22])([CH3:23])[CH3:24])=[O:25])[CH3:26])[n:14][cH:15][cH:16]3)[cH:7][cH:8][c:9]12. Conditions: temperature 60 celsius, time 20 minute. The solvent is O (water). The product is OC(CNCCS(=O)(=O)O)COCC=C (N-(2-hydroxy-3-allyloxypropyl)taurine). Reagents/catalysts: N(=O)C1=CC=C(C=C1)O (p-nitrosophenol). Yield: 40.2%. Reaction SMILES: [NH2:1][CH2:2][CH2:3][S:4]([OH:7])(=[O:6])=[O:5].[OH-].[Na+].C(OCCO)C.[CH2:16]([O:20][CH2:21][CH:22]=[CH2:23])[CH:17]1[O:19][CH2:18]1>N(C1C=CC(O)=CC=1)=O.O>[OH:19][CH:17]([CH2:16][O:20][CH2:21][CH:22]=[CH2:23])[CH2:18][NH:1][CH2:2][CH2:3][S:4]([OH:7])(=[O:6])=[O:5] |f:1.2|. Procedure: Into a 2 liter volume flask equipped with a stirrer, taurine (125 g), sodium hydroxide (40 g), deionized water (200 g) and ethylene glycol monoethyl ether (600 g) were charged. The contents were maintained at 60° C. while stirring, and a mixture of allyl glycidyl ether (114 g) and p-nitrosophenol (0.1 g) was dropwise added thereto in 20 minutes. Thereafter, stirring was continued for 2 hours. The reaction mixture of pH 9 was treated with an ionic exchange resin (Amberlite IR-120) to eliminate Na... The reactants are C(C1CO1)OCC=C (allyl glycidyl ether), NCCS(=O)(=O)O (taurine), [OH-].[Na+] (sodium hydroxide), C(C)OCCO (ethylene glycol monoethyl ether).